This data is from the Open Reaction Database (ORD), a public repository of structured organic reaction records. The task is: describe an organic reaction: reactants, conditions, products, and yield The reactants are CC(C)(C)C1CCC(O)CC1, CCOC(C)=O, [K+], [K+], O=S(=O)([O-])O, O=S(=O)([O-])O. Yields the product CC(C)(C)C1CC=CCC1. As a reaction SMILES: [C:1]([CH3:2])([CH3:3])([CH3:4])[CH:5]1[CH2:6][CH2:7][CH:8]([OH:11])[CH2:9][CH2:10]1.[CH2:18]([O:19][C:20](=[O:21])[CH3:22])[CH3:23].[K+:17].[K+:29].[S:12](=[O:13])(=[O:14])([OH:15])[O-:16].[S:24](=[O:25])(=[O:26])([OH:27])[O-:28]>>[C:1]([CH3:2])([CH3:3])([CH3:4])[CH:5]1[CH2:6][CH:7]=[CH:8][CH2:9][CH2:10]1. Reactants: c1ccc(C2CO2)cc1, O=S(=O)(O)c1cc(Cl)ccc1O, [Na+], [Na], [OH-], O. Product: O=S(=O)(O)c1cc(Cl)ccc1OC(CO)c1ccccc1. As a reaction SMILES: [CH2:16]1[CH:17]([c:18]2[cH:19][cH:20][cH:21][cH:22][cH:23]2)[O:24]1.[Cl:1][c:2]1[cH:3][cH:4][c:5]([OH:12])[c:6]([S:8](=[O:9])(=[O:10])[OH:11])[cH:7]1.[Na+:15].[Na:13].[OH-:14].[OH2:25]>>[Cl:1][c:2]1[cH:3][cH:4][c:5]([O:12][CH:17]([CH2:16][OH:24])[c:18]2[cH:19][cH:20][cH:21][cH:22][cH:23]2)[c:6]([S:8](=[O:9])(=[O:10])[OH:11])[cH:7]1. Starting materials: C([O-])([O-])=O.[K+].[K+] (potassium carbonate), FC1=CC=C(CBr)C=C1 (4-fluorobenzyl bromide), C([O-])([O-])=O.[Ca+2] (calcium carbonate), C(C)(=O)OC1=C(C(=O)OC)C=C(C(=C1)C(Br)Br)Br (methyl 2-(acetyloxy)-5-bromo-4-(dibromomethyl)benzoate), C([O-])([O-])=O.[K+].[K+] (potassium carbonate), FC1=CC=C(CBr)C=C1 (4-fluorobenzyl bromide). The solvent is O (water), C(C)(=O)OCC (Ethyl acetate), O1CCOCC1 (1,4-dioxane), O (water). Reaction conditions: time 8 hour. Yields the product BrC=1C(=CC(=C(C(=O)OCC2=CC=C(C=C2)F)C1)OCC1=CC=C(C=C1)F)C=O ((4-Fluorophenyl)methyl 5-bromo-2-{[(4-fluorophenyl)methyl]oxy}-4-formylbenzoate). RXN SMILES: [C:1]([O:4][C:5]1[CH:14]=[C:13](C(Br)Br)[C:12]([Br:18])=[CH:11][C:6]=1C(OC)=O)(=O)[CH3:2].[C:19](=[O:22])([O-])[O-:20].[Ca+2].[C:24](=[O:27])([O-])[O-].[K+].[K+].[F:30][C:31]1[CH:38]=[CH:37][C:34]([CH2:35]Br)=[CH:33][CH:32]=1>O1CCOCC1.O.C(OCC)(=O)C>[Br:18][C:12]1[C:13]([CH:24]=[O:27])=[CH:14][C:5]([O:4][CH2:1][C:2]2[CH:37]=[CH:38][C:31]([F:30])=[CH:32][CH:33]=2)=[C:6]([CH:11]=1)[C:19]([O:20][CH2:35][C:34]1[CH:37]=[CH:38][C:31]([F:30])=[CH:32][CH:33]=1)=[O:22] |f:1.2,3.4.5|. Procedure details: To a suspension of methyl 2-(acetyloxy)-5-bromo-4-(dibromomethyl)benzoate (may be prepared as described in Description 23; 1 g, 2.25 mmol) in 1,4-dioxane (5 ml)/water (5 ml) was added calcium carbonate (0.68 g, 6.74 mmol). The mixture was heated in a microwave for 3.5 hours, cooled and the solvent removed in vacuo. The intermediate was suspended in N,N-dimethylformamide (10 ml) and potassium carbonate (0.78 g, 5.62 mmol) and 4-fluorobenzyl bromide (0.61 ml, 4.94 mmol) were added and the mixture ... Reactants: BrC(C=O)(C(C)Br)CC (2,3-dibromo-2-ethylbutanal), N[C@H]1[C@@H]2N(C(=C(CS2)CSC2=NN=NN2C)C(=O)OC(C2=CC=CC=C2)C2=CC=CC=C2)C1=O (benzhydryl 7β-amino-3-(1-methyl-1H-tetrazol-5-yl)thiomethyl-3-cephem-4-carboxylate), S(=O)(=O)([O-])[O-].[Mg+2] (magnesium sulfate). The solvent is C(Cl)Cl (methylene chloride), C(Cl)Cl (methylene chloride). Reaction conditions: time 4 hour. The product is BrC(C=N[C@H]1[C@@H]2N(C(=C(CS2)CSC2=NN=NN2C)C(=O)OC(C2=CC=CC=C2)C2=CC=CC=C2)C1=O)(C(C)Br)CC (Benzhydryl 7β-(2',3'-dibromo-2'-ethylbutylideneamino)-3-(1-methyl-1H-tetrazol-5-yl)thiomethyl-3-cephem-4-carboxylate). Yield: 85.0%. As a reaction SMILES: [NH2:1][C@@H:2]1[C:33](=[O:34])[N:4]2[C:5]([C:17]([O:19][CH:20]([C:27]3[CH:32]=[CH:31][CH:30]=[CH:29][CH:28]=3)[C:21]3[CH:26]=[CH:25][CH:24]=[CH:23][CH:22]=3)=[O:18])=[C:6]([CH2:9][S:10][C:11]3[N:15]([CH3:16])[N:14]=[N:13][N:12]=3)[CH2:7][S:8][C@H:3]12.[Br:35][C:36]([CH2:42][CH3:43])([CH:39]([Br:41])[CH3:40])[CH:37]=O.S([O-])([O-])(=O)=O.[Mg+2]>C(Cl)Cl>[Br:35][C:36]([CH2:42][CH3:43])([CH:39]([Br:41])[CH3:40])[CH:37]=[N:1][C@@H:2]1[C:33](=[O:34])[N:4]2[C:5]([C:17]([O:19][CH:20]([C:27]3[CH:28]=[CH:29][CH:30]=[CH:31][CH:32]=3)[C:21]3[CH:26]=[CH:25][CH:24]=[CH:23][CH:22]=3)=[O:18])=[C:6]([CH2:9][S:10][C:11]3[N:15]([CH3:16])[N:14]=[N:13][N:12]=3)[CH2:7][S:8][C@H:3]12 |f:2.3|. Procedure details: To a solution of benzhydryl 7β-amino-3-(1-methyl-1H-tetrazol-5-yl)thiomethyl-3-cephem-4-carboxylate (2.47 g, 5.00 mmol) in methylene chloride (35 ml) was added under ice-cooling a solution of 2,3-dibromo-2-ethylbutanal (1.42 g, 5.50 mmol) in methylene chloride (5 ml) followed by addition of anhydrous magnesium sulfate. The resulting mixture was stirred at room temperature for 4 hours. The reaction mixture was filtered, the filtrate was concentrated under reduced pressure and, after addition of b... Starting materials: C(C)(C)(C)OC(=O)N1CC2(CC1)CCNCC2 (2,8-diaza-spiro[4.5]decane-2-carboxylic acid tert-butyl ester), C(C)(=O)OC(C)=O (acetic anhydride). Solvent: ClCCl (dichloromethane), C(C)N(CC)CC (triethylamine). Conditions: time 8 hour. Product: C(C)(C)(C)OC(=O)N1CC2(CC1)CCN(CC2)C(C)=O (8-acetyl-2,8-diaza-spiro[4.5]decane-2-carboxylic acid tert-butyl ester). Isolated yield 33.9%. As a reaction SMILES: [C:1]([O:5][C:6]([N:8]1[CH2:12][CH2:11][C:10]2([CH2:17][CH2:16][NH:15][CH2:14][CH2:13]2)[CH2:9]1)=[O:7])([CH3:4])([CH3:3])[CH3:2].[C:18](OC(=O)C)(=[O:20])[CH3:19]>ClCCl.C(N(CC)CC)C>[C:1]([O:5][C:6]([N:8]1[CH2:12][CH2:11][C:10]2([CH2:17][CH2:16][N:15]([C:18](=[O:20])[CH3:19])[CH2:14][CH2:13]2)[CH2:9]1)=[O:7])([CH3:4])([CH3:2])[CH3:3]. Procedure: To a solution of 2,8-diaza-spiro[4.5]decane-2-carboxylic acid tert-butyl ester (1.12 g, 4.66 mol) in dichloromethane (10 ml), triethylamine (3.88 ml) and acetic anhydride (1.32 ml, 14 mmol) are added at 0° C. The reaction mixture is stirred for overnight, quenched with ice-water and extracted with dichloromethane. The combined extracts are washed with H2O, brine and dried over sodium sulphate to give crude 8-acetyl-2,8-diaza-spiro[4.5]decane-2-carboxylic acid tert-butyl ester (1.34 g). The reactants are COc1ccc(C2(C(=O)O)CCOCC2)cc1Br, CCOC(=O)CC(=O)OCC, [Cl-], [Cl-], [Mg+2], O=S(Cl)Cl. The product is CCOC(=O)C(C(=O)OCC)C(=O)C1(c2ccc(OC)c(Br)c2)CCOCC1. RXN SMILES: [Br:15][c:16]1[cH:17][c:18]([C:24]2([C:30](=[O:31])[OH:32])[CH2:25][CH2:26][O:27][CH2:28][CH2:29]2)[cH:19][cH:20][c:21]1[O:22][CH3:23].[C:1]([CH2:2][C:3](=[O:4])[O:5][CH2:6][CH3:7])(=[O:8])[O:9][CH2:10][CH3:11].[Cl-:12].[Cl-:14].[Mg+2:13].[S:33]([Cl:34])([Cl:35])=[O:36]>>[C:1]([CH:2]([C:3](=[O:4])[O:5][CH2:6][CH3:7])[C:30]([C:24]1([c:18]2[cH:17][c:16]([Br:15])[c:21]([O:22][CH3:23])[cH:20][cH:19]2)[CH2:25][CH2:26][O:27][CH2:28][CH2:29]1)=[O:31])(=[O:8])[O:9][CH2:10][CH3:11]. The solvent is CCCCCC (hexane). Yields the product ClC1=CC=C(C=N1)CCl (6-chloro-3-pyridylmethyl chloride). Procedure details: The mother liquor remaining after separation of the above crop of crystals was concentrated and the insoluble residue was dissolved in EtOH, diluted with toluene and concentrated. The above procedure was carried out for a total of 3 times to recover 9.04 g of crude 6-chloro-3-pyridylmethyl chloride as an oil. (5) In 50 ml of water was suspended 15.0 g (0.076 mole) of 6-chloro-3-pyridylmethyl chloride hydrochloride and the suspension was adjusted to pH about 8 with a saturated aqueous solution of... Starting materials: Cl.ClC1=CC=C(C=N1)CCl (6-chloro-3-pyridylmethyl chloride hydrochloride), C(O)([O-])=O.[Na+] (sodium hydrogen carbonate). Yield: 89.3%. RXN SMILES: Cl.[Cl:2][C:3]1[N:8]=[CH:7][C:6]([CH2:9][Cl:10])=[CH:5][CH:4]=1.C(=O)([O-])O.[Na+]>CCCCCC>[Cl:2][C:3]1[N:8]=[CH:7][C:6]([CH2:9][Cl:10])=[CH:5][CH:4]=1 |f:0.1,2.3|.